From a dataset of the Open Reaction Database (ORD), a public repository of structured organic reaction records. describe an organic reaction: reactants, conditions, products, and yield Reactants: CC(=O)NC(CC(=O)c1cc(Cl)ccc1N)C(=O)O, Cl. Product: Nc1ccc(Cl)cc1C(=O)CC(N)C(=O)O. As a reaction SMILES: [C:1](=[O:2])([CH3:3])[NH:4][CH:5]([C:6](=[O:7])[OH:8])[CH2:9][C:10](=[O:11])[c:12]1[c:13]([NH2:19])[cH:14][cH:15][c:16]([Cl:18])[cH:17]1.[ClH:20]>>[NH2:4][CH:5]([C:6](=[O:7])[OH:8])[CH2:9][C:10](=[O:11])[c:12]1[c:13]([NH2:19])[cH:14][cH:15][c:16]([Cl:18])[cH:17]1. Starting materials: OC1=CC=2C=3C4=C(C(=CC3NC2C=C1)I)C(NC4=O)=O (9-hydroxy-4-iodopyrrolo[3,4-c]carbazole-1,3(2H,6H)-dione), CC1=C(C(=CC=C1)C)B(O)O (2,6-dimethylbenzeneboronic acid). Product: CC1=C(C(=CC=C1)C)C1=CC=2NC=3C=CC(=CC3C2C2=C1C(NC2=O)=O)O (4-(2,6-dimethylphenyl)-9-hydroxypyrrolo[3,4-c]carbazole-1,3(2H,6H)-dione). The yield is 62.0%. RXN SMILES: [OH:1][C:2]1[CH:14]=[CH:13][C:12]2[NH:11][C:10]3[CH:9]=[C:8](I)[C:7]4[C:16](=[O:20])[NH:17][C:18](=[O:19])[C:6]=4[C:5]=3[C:4]=2[CH:3]=1.[CH3:21][C:22]1[CH:27]=[CH:26][CH:25]=[C:24]([CH3:28])[C:23]=1B(O)O>>[CH3:21][C:22]1[CH:27]=[CH:26][CH:25]=[C:24]([CH3:28])[C:23]=1[C:8]1[C:7]2[C:16](=[O:20])[NH:17][C:18](=[O:19])[C:6]=2[C:5]2[C:4]3[CH:3]=[C:2]([OH:1])[CH:14]=[CH:13][C:12]=3[NH:11][C:10]=2[CH:9]=1. Procedure: The reaction of 9-hydroxy-4-iodopyrrolo[3,4-c]carbazole-1,3(2H,6H)-dione, prepared as in example 7, with 2,6-dimethylbenzeneboronic acid according to the procedure described in example 8 gave 4-(2,6-dimethylphenyl)-9-hydroxypyrrolo[3,4-c]carbazole-1,3(2H,6H)-dione (17) (I, Ar=2,6-dimethylphenyl) in a 62% yield; mp 230–238° C. (dec). 1H NMR δ [(CD3)2SO] 11.72 (s, 1H), 10.95 (s, 1H), 9.25 (s, 1H), 8.32 (d, J=2.3 Hz, 1H), 7.44 (d, J=8.7 Hz, 1H), 7.35 (s, 1H), 7.20 (t, J=7.5 Hz, 1H), 7.12 (d, J=7.5 ... Starting materials: ClC1=C(C=C(C=C1)NCCN(C(OC(C)(C)C)=O)CCSC)C(=O)NCC12CC3CC(CC(C1)C3)C2 ([2-[[4-chloro-3-[[(tricyclo[3.3.1.13,7]dec-1-ylmethyl)amino]carbonyl]phenyl]amino]ethyl][2-(methylthio)ethyl]-carbamic acid, 1,1-dimethylethyl ester), S(=O)(=O)([O-])[O-].[Mg+2] (magnesium sulfate), ClC=1C=C(C(=O)OO)C=CC1 (3-chloroperoxybenzoic acid), [OH-].[Ca+2].[OH-] (calcium hydroxide). The solvent is ClCCl (dichloromethane). The product is ClC1=C(C=C(C=C1)NCCN(C(OC(C)(C)C)=O)CCS(=O)C)C(=O)NCC12CC3CC(CC(C1)C3)C2 ([2-[[4-Chloro-3-[[(tricyclo[3.3.1.13,7]dec-1-ylmethyl)amino]carbonyl]phenyl]-amino]ethyl][2-(methylsulfinyl)ethyl]-carbamic acid, 1,1-dimethylethyl ester). The yield is 29.8%. RXN SMILES: [Cl:1][C:2]1[CH:7]=[CH:6][C:5]([NH:8][CH2:9][CH2:10][N:11]([CH2:19][CH2:20][S:21][CH3:22])[C:12](=[O:18])[O:13][C:14]([CH3:17])([CH3:16])[CH3:15])=[CH:4][C:3]=1[C:23]([NH:25][CH2:26][C:27]12[CH2:36][CH:31]3[CH2:32][CH:33]([CH2:35][CH:29]([CH2:30]3)[CH2:28]1)[CH2:34]2)=[O:24].ClC1C=C(C=CC=1)C(OO)=[O:42].[OH-].[Ca+2].[OH-].S([O-])([O-])(=O)=O.[Mg+2]>ClCCl>[Cl:1][C:2]1[CH:7]=[CH:6][C:5]([NH:8][CH2:9][CH2:10][N:11]([CH2:19][CH2:20][S:21]([CH3:22])=[O:42])[C:12](=[O:18])[O:13][C:14]([CH3:17])([CH3:16])[CH3:15])=[CH:4][C:3]=1[C:23]([NH:25][CH2:26][C:27]12[CH2:28][CH:29]3[CH2:35][CH:33]([CH2:32][CH:31]([CH2:30]3)[CH2:36]1)[CH2:34]2)=[O:24] |f:2.3.4,5.6|. Procedure: Prepared according to the method of Example 22 from [2-[[4-chloro-3-[[(tricyclo[3.3.1.13,7]dec-1-ylmethyl)amino]carbonyl]phenyl]amino]ethyl][2-(methylthio)ethyl]-carbamic acid, 1,1-dimethylethyl ester (0.460 g, Example 30a), 3-chloroperoxybenzoic acid (0.315 g) and dichloromethane (20 ml). Excess calcium hydroxide was added, followed by excess magnesium sulfate. The mixture was filtered through celite and concentrated under reduced pressure. The crude material was purified on silica gel (19:1/di... Reactants: FC(C(=C[C@@H]1C([C@H]1C(=O)O)(C)C)C(F)(F)F)(F)F (trans-3-(3,3,3-trifluoro-2-trifluoromethyl-prop-1-en-1-yl)-2,2-dimethylcyclopropane carboxylic acid), S(=O)(Cl)Cl (thionyl chloride). Yields the product ClC(=O)[C@@H]1C([C@H]1C=C(C(F)(F)F)C(F)(F)F)(C)C (trans-1-chlorocarbonyl-3-(3,3,3-trifluoro-2-trifluoromethyl-prop-1-en-1-yl)-2,2-dimethylcyclopropane). As a reaction SMILES: [F:1][C:2]([F:18])([F:17])[C:3]([C:13]([F:16])([F:15])[F:14])=[CH:4][C@H:5]1[C@H:7]([C:8](O)=[O:9])[C:6]1([CH3:12])[CH3:11].S(Cl)([Cl:21])=O>>[Cl:21][C:8]([C@H:7]1[C@H:5]([CH:4]=[C:3]([C:13]([F:16])([F:15])[F:14])[C:2]([F:18])([F:17])[F:1])[C:6]1([CH3:12])[CH3:11])=[O:9]. Procedure details: A mixture of (+)-cis/trans-3-(3,3,3-trifluoro-2-trifluoromethyl-prop-1-en-1-yl)-2,2-dimethylcyclopropane carboxylic acid (0.4 g) and thionyl chloride (5.0 ml) was heated at the reflux temperature for a period of 2 hours, after which the excess thionyl chloride was removed by distillation under reduced pressure, leaving (+)-cis/trans-1-chlorocarbonyl-3-(3,3,3-trifluoro-2-trifluoromethyl-prop-1-en-1-yl)-2,2-dimethylcyclopropane. Starting materials: [Si](C)(C)(C(C)(C)C)O[C@@H]1C[C@H]2CNC3=C(C(N2C1)=O)C=CC=C3 ((2R, 11aS)-2-(tert-butyldimethylsilyloxy)-1,2,3,10,11,11a-hexahydro-5H-pyrrolo [2,1-c][1,4]benzodiazepin-5-one), C1(=CC=CC=C1)C1=C(C(=O)NC2=CC=C(C(=O)O)C=C2)C=CC=C1 (4-[(2-phenylbenzoyl)amino]benzoic acid). The product is [Si](C)(C)(C(C)(C)C)O[C@@H]1C[C@H]2CN(C3=C(C(N2C1)=O)C=CC=C3)C(C3=CC=C(C=C3)NC(C3=C(C=CC=C3)C3=CC=CC=C3)=O)=O ((2R,11aS)-2-(tert-Butyldimethylsilyloxy)-10-[4-[(2-Phenylbenzoyl) Amino]Benzoyl]-1,2,3,10,11,11a-Hexahydro-5H-Pyrrolo [2,1-c][1,4]Benzodiazepin-5-One). The yield is 95.0%. As a reaction SMILES: [Si:1]([O:8][C@H:9]1[CH2:18][N:17]2[C@H:11]([CH2:12][NH:13][C:14]3[CH:23]=[CH:22][CH:21]=[CH:20][C:15]=3[C:16]2=[O:19])[CH2:10]1)([C:4]([CH3:7])([CH3:6])[CH3:5])([CH3:3])[CH3:2].[C:24]1([C:30]2[CH:47]=[CH:46][CH:45]=[CH:44][C:31]=2[C:32]([NH:34][C:35]2[CH:43]=[CH:42][C:38]([C:39](O)=[O:40])=[CH:37][CH:36]=2)=[O:33])[CH:29]=[CH:28][CH:27]=[CH:26][CH:25]=1>>[Si:1]([O:8][C@H:9]1[CH2:18][N:17]2[C@H:11]([CH2:12][N:13]([C:39](=[O:40])[C:38]3[CH:37]=[CH:36][C:35]([NH:34][C:32](=[O:33])[C:31]4[CH:44]=[CH:45][CH:46]=[CH:47][C:30]=4[C:24]4[CH:25]=[CH:26][CH:27]=[CH:28][CH:29]=4)=[CH:43][CH:42]=3)[C:14]3[CH:23]=[CH:22][CH:21]=[CH:20][C:15]=3[C:16]2=[O:19])[CH2:10]1)([C:4]([CH3:7])([CH3:5])[CH3:6])([CH3:3])[CH3:2]. Procedure details: The same procedures used in Example 25 were repeated using (2R, 11aS)-2-(tert-butyldimethylsilyloxy)-1,2,3,10,11,11a-hexahydro-5H-pyrrolo [2,1-c][1,4]benzodiazepin-5-one prepared in Reference Example 26 and 4-[(2-phenylbenzoyl)amino]benzoic acid to give the title compound. Yield 95%. The reactants are COC=1C=C2C(CCOC2=CC1)=O (6-methoxychroman-4-one), O (H2O). The solvent is Br (HBr), C(C)(=O)O (acetic acid). Reaction conditions: time 4 hour. Yields the product OC=1C=C2C(CCOC2=CC1)=O (6-Hydroxychroman-4-one). The yield is 93.2%. Reaction SMILES: C[O:2][C:3]1[CH:4]=[C:5]2[C:10](=[CH:11][CH:12]=1)[O:9][CH2:8][CH2:7][C:6]2=[O:13].O>Br.C(O)(=O)C>[OH:2][C:3]1[CH:4]=[C:5]2[C:10](=[CH:11][CH:12]=1)[O:9][CH2:8][CH2:7][C:6]2=[O:13]. Procedure details: A mixture of 50.0 g (281 mmol) of 6-methoxychroman-4-one in 350 mL 48% HBr and 350 mL acetic acid was heated to reflux under N2. After 4 hours, the reaction mixture was cooled to room temperature in a Rotovap (trademark) and 1 L H2O was added. The suspension was kept at 0° C. overnight. The mixture was filtered, and the precipitate washed two times with H2O, two times with hexanes and then dried under vacuum to give 43.0 g of the title product as a dark purple/black solid. 93% yield. RXN SMILES: [Br:1][C:2](=[CH:3][c:4]1[c:5]([CH:21]([CH3:22])[CH3:23])[n:6][c:7]2[cH:8][cH:9][cH:10][cH:11][c:12]2[c:13]1-[c:14]1[cH:15][cH:16][c:17]([F:20])[cH:18][cH:19]1)[Br:24].[CH2:30]1[O:31][CH2:32][CH2:33][CH2:34]1.[CH3:25][CH2:26][CH2:27][CH2:28][Li:29].[CH3:35][CH2:36][CH2:37][CH2:38][CH2:39][CH3:40]>>[CH:2]#[C:3][c:4]1[c:5]([CH:21]([CH3:22])[CH3:23])[n:6][c:7]2[cH:8][cH:9][cH:10][cH:11][c:12]2[c:13]1-[c:14]1[cH:15][cH:16][c:17]([F:20])[cH:18][cH:19]1. Reactants: CC(C)c1nc2ccccc2c(-c2ccc(F)cc2)c1C=C(Br)Br, C1CCOC1, [Li]CCCC, CCCCCC. Yields the product C#Cc1c(C(C)C)nc2ccccc2c1-c1ccc(F)cc1. Starting materials: Cl.[C@H]12COC[C@H](CNC1)N2CC(O)C2=NC=C(C#N)C(=C2)OC (6-(2-((1R,5S)-3-oxa-7,9-diazabicyclo[3.3.1]nonan-9-yl)-1-hydroxyethyl)-4-methoxynicotinonitrile hydrochloride), Cl.[C@H]12COC[C@H](CNC1)N2CC(O)C2=NC=C(C#N)C(=C2)OC (6-(2-((1R,5S)-3-oxa-7,9-diazabicyclo[3.3.1]nonan-9-yl)-1-hydroxyethyl)-4-methoxynicotinonitrile hydrochloride), CC1=C(C=CC=2C(OCC21)=O)[C@H]2OC2 (4-methyl-5-[(2R)-oxiran-2-yl]-2-benzofuran-1 (3H)-one), CC1=C(C=CC=2C(OCC21)=O)[C@H]2OC2 (4-methyl-5-[(2R)-oxiran-2-yl]-2-benzofuran-1 (3H)-one). The product is O[C@H](CN1C2COCC1CN(C2)CC(C=2C(=C1COC(C1=CC2)=O)C)O)C2=NC=C(C#N)C(=C2)OC ((R)-6-(1-Hydroxy-2-(7-(2-hydroxy-2-(4-methyl-1-oxo-1,3-dihydroisobenzofuran-5-yl)ethyl)-3-oxa-7,9-diazabicyclo[3.3.1]nonan-9-yl)ethyl)-4-methoxynicotinonitrile). As a reaction SMILES: Cl.[C@@H:2]12[N:10]([CH2:11][CH:12]([C:14]3[CH:21]=[C:20]([O:22][CH3:23])[C:17]([C:18]#[N:19])=[CH:16][N:15]=3)[OH:13])[C@@H:6]([CH2:7][NH:8][CH2:9]1)[CH2:5][O:4][CH2:3]2.[CH3:24][C:25]1[C:33]2[CH2:32][O:31][C:30](=[O:34])[C:29]=2[CH:28]=[CH:27][C:26]=1[C@@H:35]1[CH2:37][O:36]1>>[OH:13][C@@H:12]([C:14]1[CH:21]=[C:20]([O:22][CH3:23])[C:17]([C:18]#[N:19])=[CH:16][N:15]=1)[CH2:11][N:10]1[CH:6]2[CH2:7][N:8]([CH2:37][CH:35]([OH:36])[C:26]3[C:25]([CH3:24])=[C:33]4[C:29](=[CH:28][CH:27]=3)[C:30](=[O:34])[O:31][CH2:32]4)[CH2:9][CH:2]1[CH2:3][O:4][CH2:5]2 |f:0.1|. Procedure: (R)-6-(1-Hydroxy-2-(7-(2-hydroxy-2-(4-methyl-1-oxo-1,3-dihydroisobenzofuran-5-yl)ethyl)-3-oxa-7,9-diazabicyclo[3.3.1]nonan-9-yl)ethyl)-4-methoxynicotinonitrile was prepared in a similar fashion to that described for the synthesis of EXAMPLE 1 starting from 6-(2-((1R,5S)-3-oxa-7,9-diazabicyclo[3.3.1]nonan-9-yl)-1-hydroxyethyl)-4-methoxynicotinonitrile hydrochloride (INTERMEDIATE 25) and 4-methyl-5-[(2R)-oxiran-2-yl]-2-benzofuran-1 (3H)-one [INTERMEDIATE 2]. The reactants are NC(=O)Cc1ccc(OCCNCc2ccccc2)cc1, O=C(CBr)c1ccc(OCc2ccccc2)c(OCc2ccccc2)c1, CCO, [Na+], [Na+], O=C([O-])[O-]. Product: NC(=O)Cc1ccc(OCCN(CC(=O)c2ccc(OCc3ccccc3)c(OCc3ccccc3)c2)Cc2ccccc2)cc1. As a reaction SMILES: [C:27]([NH2:28])(=[O:29])[CH2:30][c:31]1[cH:32][cH:33][c:34]([O:35][CH2:36][CH2:37][NH:38][CH2:39][c:40]2[cH:41][cH:42][cH:43][cH:44][cH:45]2)[cH:46][cH:47]1.[CH2:1]([c:2]1[cH:3][cH:4][cH:5][cH:6][cH:7]1)[O:8][c:9]1[cH:10][c:11]([C:12]([CH2:13][Br:14])=[O:15])[cH:16][cH:17][c:18]1[O:19][CH2:20][c:21]1[cH:22][cH:23][cH:24][cH:25][cH:26]1.[CH3:54][CH2:55][OH:56].[Na+:48].[Na+:49].[O-:50][C:51](=[O:52])[O-:53]>>[CH2:1]([c:2]1[cH:3][cH:4][cH:5][cH:6][cH:7]1)[O:8][c:9]1[cH:10][c:11]([C:12]([CH2:13][N:38]([CH2:37][CH2:36][O:35][c:34]2[cH:33][cH:32][c:31]([CH2:30][C:27]([NH2:28])=[O:29])[cH:47][cH:46]2)[CH2:39][c:40]2[cH:41][cH:42][cH:43][cH:44][cH:45]2)=[O:15])[cH:16][cH:17][c:18]1[O:19][CH2:20][c:21]1[cH:22][cH:23][cH:24][cH:25][cH:26]1.